This data is from the Open Reaction Database (ORD), a public repository of structured organic reaction records. The task is: describe an organic reaction: reactants, conditions, products, and yield Starting materials: II (iodine), C(C#C)(=O)OC (methyl propiolate), C1(CCCCC1)I (cyclohexyl iodide), II (iodine), [Cl-].[Li+] (lithium chloride), [Cu]C#N (copper(I) cyanide). The reagents and catalysts are BrCCBr (1,2-dibromoethane), [Zn] (zinc), [Zn] (zinc), C[Si](C)(C)Cl (trimethylsilyl chloride), [Zn] (zinc), [Zn] (zinc), [Zn] (zinc), [Zn] (zinc). The solvent is O1CCCC1 (tetrahydrofuran), O1CCCC1 (tetrahydrofuran), O1CCCC1 (tetrahydrofuran), O1CCCC1 (tetrahydrofuran), O1CCCC1 (tetrahydrofuran). Run at temperature 25 celsius, time 15 minute. Product: hexanes diethyl ether, COC(/C(=C\C1CCCCC1)/I)=O ((E)-3-cyclohexyl-2-iodo-acrylic acid methyl ester). Isolated yield 99.4%. Reaction SMILES: [CH:1]1(I)[CH2:6][CH2:5][CH2:4][CH2:3][CH2:2]1.[Cl-].[Li+].[Cu]C#N.[C:13]([O:17][CH3:18])(=[O:16])[C:14]#[CH:15].[I:19]I>O1CCCC1.[Zn].BrCCBr.C[Si](Cl)(C)C>[CH3:18][O:17][C:13](=[O:16])/[C:14](/[I:19])=[CH:15]\[CH:1]1[CH2:6][CH2:5][CH2:4][CH2:3][CH2:2]1 |f:1.2|. Procedure details: A mixture of zinc dust (16.34 g, 250 mmol, Aldrich, -325 mesh) and dry tetrahydrofuran (6 mL) under argon was treated with 1,2-dibromoethane (0.94 g, 5 mmol). The zinc suspension was then heated with a heat gun to ebullition, allowed to cool, and heated again. This process was repeated three times to make sure the zinc dust was activated. The activated zinc dust suspension was then treated with trimethylsilyl chloride (0.54 g, 5 mmol), and the suspension was stirred for 15 min at 25° C. The reac... Starting materials: O=C([O-])[O-], CCO, Clc1nccnc1Cl, Cl, Cl, [K+], [K+], CC(NC1CCNC1)c1cccc2ccccc12. Yields the product CC(NC1CCN(c2nccnc2Cl)C1)c1cccc2ccccc12. RXN SMILES: [C:29](=[O:30])([O-:31])[O-:32].[CH3:35][CH2:36][OH:37].[Cl:21][c:22]1[n:23][cH:24][cH:25][n:26][c:27]1[Cl:28].[ClH:1].[ClH:2].[K+:33].[K+:34].[c:3]1([CH:13]([CH3:14])[NH:15][CH:16]2[CH2:17][NH:18][CH2:19][CH2:20]2)[cH:4][cH:5][cH:6][c:7]2[cH:8][cH:9][cH:10][cH:11][c:12]12>>[c:3]1([CH:13]([CH3:14])[NH:15][CH:16]2[CH2:17][N:18]([c:27]3[c:22]([Cl:21])[n:23][cH:24][cH:25][n:26]3)[CH2:19][CH2:20]2)[cH:4][cH:5][cH:6][c:7]2[cH:8][cH:9][cH:10][cH:11][c:12]12. The reactants are O=C([O-])[O-], CC#N, ClC(Cl)Cl, O=C([O-])C(F)(F)Cl, [K+], [K+], [Na+], CSc1ncc(C#N)c(-c2cnc3c(O)cccn23)n1. Yields the product CSc1ncc(C#N)c(-c2cnc3c(OC(F)F)cccn23)n1. As a reaction SMILES: [C:21](=[O:22])([O-:23])[O-:24].[CH3:35][C:36]#[N:37].[CH:38]([Cl:39])([Cl:40])[Cl:41].[Cl:27][C:28]([C:29]([O-:30])=[O:31])([F:32])[F:33].[K+:25].[K+:26].[Na+:34].[OH:1][c:2]1[c:3]2[n:4]([cH:5][cH:6][cH:7]1)[c:8](-[c:11]1[n:12][c:13]([S:19][CH3:20])[n:14][cH:15][c:16]1[C:17]#[N:18])[cH:9][n:10]2>>[O:1]([c:2]1[c:3]2[n:4]([cH:5][cH:6][cH:7]1)[c:8](-[c:11]1[n:12][c:13]([S:19][CH3:20])[n:14][cH:15][c:16]1[C:17]#[N:18])[cH:9][n:10]2)[CH:28]([F:32])[F:33]. Starting materials: NCC1=CC2=C(N(C(=N2)CN2C(N(C3=C2C=CC=C3)C(C)C)=O)CCC(C)C)C=C1 (1-[5-aminomethyl-1-(3-methyl-butyl)-1H-benzoimidazol-2-ylmethyl]-3-isopropyl-1,3-dihydro-benzoimidazol-2-one), C(C)(C)N1C(N(C2=C1C=CC=C2)CC2=NC1=C(N2CCC(C)C)C=CC(=C1)CC#N)=O ([2-(3-isopropyl-2-oxo-2,3-dihydro-benzoimidazol-1-ylmethyl)-1-(3-methyl-butyl)-1H-benzoimidazol-5-yl]-acetonitrile). Yields the product NCCC1=CC2=C(N(C(=N2)CN2C(N(C3=C2C=CC=C3)C(C)C)=O)CCC(C)C)C=C1 (1-[5-(2-Amino-ethyl)-1-(3-methyl-butyl)-1H-benzoimidazol-2-ylmethyl]-3-isopropyl-1,3-dihydro-benzoimidazol-2-one). RXN SMILES: NCC1C=CC2N(CCC(C)C)C(CN3C4C=CC=CC=4N(C(C)C)C3=O)=NC=2C=1.[CH:31]([N:34]1[C:38]2[CH:39]=[CH:40][CH:41]=[CH:42][C:37]=2[N:36]([CH2:43][C:44]2[N:48]([CH2:49][CH2:50][CH:51]([CH3:53])[CH3:52])[C:47]3[CH:54]=[CH:55][C:56]([CH2:58][C:59]#[N:60])=[CH:57][C:46]=3[N:45]=2)[C:35]1=[O:61])([CH3:33])[CH3:32]>>[NH2:60][CH2:59][CH2:58][C:56]1[CH:55]=[CH:54][C:47]2[N:48]([CH2:49][CH2:50][CH:51]([CH3:53])[CH3:52])[C:44]([CH2:43][N:36]3[C:37]4[CH:42]=[CH:41][CH:40]=[CH:39][C:38]=4[N:34]([CH:31]([CH3:33])[CH3:32])[C:35]3=[O:61])=[N:45][C:46]=2[CH:57]=1. Reported procedure: 1-[5-(2-Amino-ethyl)-1-(3-methyl-butyl)-1H-benzoimidazol-2-ylmethyl]-3-isopropyl-1,3-dihydro-benzoimidazol-2-one was prepared by the same procedure as 1-[5-aminomethyl-1-(3-methyl-butyl)-1H-benzoimidazol-2-ylmethyl]-3-isopropyl-1,3-dihydro-benzoimidazol-2-one, except using [2-(3-isopropyl-2-oxo-2,3-dihydro-benzoimidazol-1-ylmethyl)-1-(3-methyl-butyl)-1H-benzoimidazol-5-yl]-acetonitrile. Starting materials: [Si](C)(C)(C(C)(C)C)OCC1(CC(C1)O)NC(OC(C)(C)C)=O (tert-butyl 1-((tert-butyldimethylsilyloxy)methyl)-3-hydroxycyclobutylcarbamate), CN(C)C1=CC=CC2=C1C(=CC=C2)N(C)C (proton sponge), C[O+](C)C (trimethyloxonium). Run in C(Cl)Cl (DCM), [Cl-].[Na+].O (brine), C(Cl)Cl (DCM). Reaction conditions: temperature 0 celsius, time 3 hour. The product is OCC1(CC(C1)OC)NC(OC(C)(C)C)=O (tert-butyl 1-(hydroxymethyl)-3-methoxycyclobutylcarbamate). Isolated yield 71.9%. Reaction SMILES: [Si]([O:8][CH2:9][C:10]1([NH:15][C:16](=[O:22])[O:17][C:18]([CH3:21])([CH3:20])[CH3:19])[CH2:13][CH:12]([OH:14])[CH2:11]1)(C(C)(C)C)(C)C.[CH3:23]N(C1C2C(N(C)C)=CC=CC=2C=CC=1)C.C[O+](C)C>C(Cl)Cl.[Cl-].[Na+].O>[OH:8][CH2:9][C:10]1([NH:15][C:16](=[O:22])[O:17][C:18]([CH3:21])([CH3:20])[CH3:19])[CH2:13][CH:12]([O:14][CH3:23])[CH2:11]1 |f:4.5.6|. Procedure: 500 mg (1.51 mmol) of tert-butyl 1-((tert-butyldimethylsilyloxy)methyl)-3-hydroxycyclobutylcarbamate (prepared by reduction of ethyl-1[[(tert-butyloxy)carbonyl]amino]-3-hydroxycyclobutane-1-carboxylate as described in J. Med. Chem., 1990 33(10) 2905-2915) and proton sponge (N,N,N′,N′ tetramethylnapthalene-1,8 diamine) (1.63 g, 6.04 mmol) were dissolved in DCM (18 mL), cooled down to 0° C., and 447 mg (3.02 mmol) of trimethyloxonium borontetrafluoride was added in one portion as a solid under vig...